From a dataset of the Open Reaction Database (ORD), a public repository of structured organic reaction records. describe an organic reaction: reactants, conditions, products, and yield The reactants are CCOC(=O)c1csc(C)n1, CO, [Na+], [OH-]. Yields the product Cc1nc(C(=O)O)cs1. As a reaction SMILES: [CH2:1]([CH3:2])[O:3][C:4](=[O:5])[c:6]1[n:7][c:8]([CH3:11])[s:9][cH:10]1.[CH3:14][OH:15].[Na+:13].[OH-:12]>>[O:3]=[C:4]([OH:5])[c:6]1[n:7][c:8]([CH3:11])[s:9][cH:10]1.